Dataset: the Open Reaction Database (ORD), a public repository of structured organic reaction records. Task: describe an organic reaction: reactants, conditions, products, and yield The reactants are ClC1=NC2=CC=CC=C2C(=N1)Cl (2,4-dichloroquinazoline), NC1CC2=CC=CC=C2C1 (2-aminoindan), CC1=NNC(=C1)C (3,5-dimethylpyrazole). The product is Cl.CC1=NN(C(=C1)C)C1=NC2=CC=CC=C2C(=N1)NC1CC2=CC=CC=C2C1 ([2-(3,5-Dimethyl-pyrazol-1-yl)-quinazolin-4-yl]-indan-2-yl-amine, Hydrochloride). RXN SMILES: [Cl:1][C:2]1[N:11]=[C:10](Cl)[C:9]2[C:4](=[CH:5][CH:6]=[CH:7][CH:8]=2)[N:3]=1.[NH2:13][CH:14]1[CH2:22][C:21]2[C:16](=[CH:17][CH:18]=[CH:19][CH:20]=2)[CH2:15]1.[CH3:23][C:24]1[CH:28]=[C:27]([CH3:29])[NH:26][N:25]=1>>[ClH:1].[CH3:23][C:24]1[CH:28]=[C:27]([CH3:29])[N:26]([C:2]2[N:11]=[C:10]([NH:13][CH:14]3[CH2:22][C:21]4[C:16](=[CH:17][CH:18]=[CH:19][CH:20]=4)[CH2:15]3)[C:9]3[C:4](=[CH:5][CH:6]=[CH:7][CH:8]=3)[N:3]=2)[N:25]=1 |f:3.4|. Procedure: Was prepared according to Method A from 2,4-dichloroquinazoline, 2-aminoindan and 3,5-dimethylpyrazole. Mp. 212-215° C. Reactants: FC(C=1C=C(CBr)C=C(C1)C(F)(F)F)(F)F (3,5-Bis(trifluoromethyl)benzyl bromide), Cl (hydrochloric acid), C(C)(=O)OCC (ethyl acetate), C(C)(C)(C)OC(=O)C(COC(=O)N1[C@@H](C[C@@H](C2=CC(=CC=C12)C(F)(F)F)NC1=NC=C(C=C1)N1CCOCC1)CC)(C)C ((2R,4S)-2-Ethyl-4-(5-morpholin-4-yl-pyridin-2-ylamino)-6-trifluoromethyl-3,4-dihydro-2H-quinolin-1-carboxylic acid 2-tert-butoxycarbonyl-2-methyl-propyl ester). The reagents and catalysts are [I-].C(CCC)[N+](CCCC)(CCCC)CCCC (Tetrabutylammonium iodide). The solvent is COC(C)(C)C (tert-butyl methyl ether). Run at time 4.5 hour. Product: C(C)(C)(C)OC(=O)C(COC(=O)N1[C@@H](C[C@@H](C2=CC(=CC=C12)C(F)(F)F)N(C1=NC=C(C=C1)N1CCOCC1)CC1=CC(=CC(=C1)C(F)(F)F)C(F)(F)F)CC)(C)C ((2R,4S)-4-[(3,5-Bis-trifluoromethyl-benzyl)-(5-morpholin-4-yl-pyridin-2-yl)-amino]-2-ethyl-6-trifluoromethyl-3,4-dihydro-2H-quinoline-1-carboxylic acid 2-tert-butoxycarbonyl-2-methyl-propyl ester). RXN SMILES: [C:1]([O:5][C:6]([C:8]([CH3:43])([CH3:42])[CH2:9][O:10][C:11]([N:13]1[C:22]2[C:17](=[CH:18][C:19]([C:23]([F:26])([F:25])[F:24])=[CH:20][CH:21]=2)[C@@H:16]([NH:27][C:28]2[CH:33]=[CH:32][C:31]([N:34]3[CH2:39][CH2:38][O:37][CH2:36][CH2:35]3)=[CH:30][N:29]=2)[CH2:15][C@H:14]1[CH2:40][CH3:41])=[O:12])=[O:7])([CH3:4])([CH3:3])[CH3:2].[F:44][C:45]([F:59])([F:58])[C:46]1[CH:47]=[C:48]([CH:51]=[C:52]([C:54]([F:57])([F:56])[F:55])[CH:53]=1)[CH2:49]Br.Cl.C(OCC)(=O)C>[I-].C([N+](CCCC)(CCCC)CCCC)CCC.COC(C)(C)C>[C:1]([O:5][C:6]([C:8]([CH3:42])([CH3:43])[CH2:9][O:10][C:11]([N:13]1[C:22]2[C:17](=[CH:18][C:19]([C:23]([F:25])([F:24])[F:26])=[CH:20][CH:21]=2)[C@@H:16]([N:27]([CH2:49][C:48]2[CH:51]=[C:52]([C:54]([F:56])([F:57])[F:55])[CH:53]=[C:46]([C:45]([F:44])([F:58])[F:59])[CH:47]=2)[C:28]2[CH:33]=[CH:32][C:31]([N:34]3[CH2:35][CH2:36][O:37][CH2:38][CH2:39]3)=[CH:30][N:29]=2)[CH2:15][C@H:14]1[CH2:40][CH3:41])=[O:12])=[O:7])([CH3:4])([CH3:3])[CH3:2] |f:4.5|. Procedure details: Tetrabutylammonium iodide (53 mg) was added to a solution of the compound obtained in Example 9 (2) above (217 mg) in tert-butyl methyl ether (4 ml) under nitrogen atmosphere at 0° C. 3,5-Bis(trifluoromethyl)benzyl bromide (164 mg) was added dropwise and the solution was stirred for 4.5 hours while the temperature was gradually raised from 0° C. to room temperature. To the reaction mixture, were added with 1N hydrochloric acid and ethyl acetate, and the organic layer was separated, washed with a... Reactants: Fc1cc(I)ccc1Br, CC(C)(C)OC(=O)N1CC=C(B2OC(C)(C)C(C)(C)O2)CC1, O=C([O-])[O-], C1COCCO1, [K+], [K+], O. Product: CC(C)(C)OC(=O)N1CC=C(c2ccc(Br)c(F)c2)CC1. Reaction SMILES: [Br:23][c:24]1[c:25]([F:31])[cH:26][c:27]([I:30])[cH:28][cH:29]1.[C:1]([CH3:2])([CH3:3])([CH3:4])[O:5][C:6](=[O:7])[N:8]1[CH2:9][CH2:10][C:11]([B:14]2[O:15][C:16]([CH3:17])([CH3:18])[C:19]([CH3:20])([CH3:21])[O:22]2)=[CH:12][CH2:13]1.[C:32](=[O:33])([O-:34])[O-:35].[CH2:38]1[O:39][CH2:40][CH2:41][O:42][CH2:43]1.[K+:36].[K+:37].[OH2:44]>>[C:1]([CH3:2])([CH3:3])([CH3:4])[O:5][C:6](=[O:7])[N:8]1[CH2:9][CH2:10][C:11]([c:27]2[cH:26][c:25]([F:31])[c:24]([Br:23])[cH:29][cH:28]2)=[CH:12][CH2:13]1. The reactants are C(C1=CC=CC=C1)OC=1C(=C(C(=C(C(=O)O)C1)NC1=C(C=CC=C1)F)F)F (5-(Benzyloxy)-3,4-difluoro-2-((2-fluorophenyl)amino)benzoic acid), C1=CC=C(C=C1)CBr (BnBr), C(C1=CC=CC=C1)Cl (BnCl), C(=O)([O-])[O-].[Na+].[Na+] (Na2CO3), C(=O)([O-])[O-].[K+].[K+] (K2CO3), C(=O)(O)[O-].[Na+] (NaHCO3), KHCO3, CC(C)(C)[O-].[K+] (t-BuOK), C(C)(C)(C)O[Na] (t-BuONa), aliphatic and aromatic hydrocarbon, aliphatic and aromatic halo-hydrocarbon, ketone, ester, nitrile, amide, S1(=O)(=O)CCCC1 (sulfolane). Solvent: C(C)C(=O)C (methyl ethyl ketone), CC(=O)C (acetone), CN1CCCN(C1=O)C (DMPU), CN(C)P(=O)(N(C)C)N(C)C (HMPA), CS(=O)C (DMSO), CCOCC (ether). Product: C(C1=CC=CC=C1)OC=1C(=C(C(=C(C(=O)OCC2=CC=CC=C2)C1)NC1=C(C=CC=C1)F)F)F (Benzyl 5-(benzyloxy)-3,4-difluoro-2-((2-fluorophenyl)amino)benzoate). RXN SMILES: [CH2:1]([O:8][C:9]1[C:10]([F:27])=[C:11]([F:26])[C:12]([NH:18][C:19]2[CH:24]=[CH:23][CH:22]=[CH:21][C:20]=2[F:25])=[C:13]([CH:17]=1)[C:14]([OH:16])=[O:15])[C:2]1[CH:7]=[CH:6][CH:5]=[CH:4][CH:3]=1.[CH:28]1[CH:33]=[CH:32][C:31]([CH2:34]Br)=[CH:30][CH:29]=1.C(Cl)C1C=CC=CC=1.C([O-])([O-])=O.[Na+].[Na+].C([O-])([O-])=O.[K+].[K+].C([O-])(O)=O.[Na+].CC([O-])(C)C.[K+].C(O[Na])(C)(C)C.S1(CCCC1)(=O)=O>C(C(C)=O)C.CC(C)=O.CN1C(=O)N(C)CCC1.CN(P(N(C)C)(N(C)C)=O)C.CS(C)=O.CCOCC>[CH2:1]([O:8][C:9]1[C:10]([F:27])=[C:11]([F:26])[C:12]([NH:18][C:19]2[CH:24]=[CH:23][CH:22]=[CH:21][C:20]=2[F:25])=[C:13]([CH:17]=1)[C:14]([O:16][CH2:34][C:31]1[CH:32]=[CH:33][CH:28]=[CH:29][CH:30]=1)=[O:15])[C:2]1[CH:3]=[CH:4][CH:5]=[CH:6][CH:7]=1 |f:3.4.5,6.7.8,9.10,11.12|. Procedure: 5-(Benzyloxy)-3,4-difluoro-2-((2-fluorophenyl)amino)benzoic acid can be protected by acid or hydroxyl protection reagent (such as BnBr, BnCl) at ambient temperature in the presence of base (includes Na2CO3, K2CO3, NaHCO3, KHCO3, t-BuOK, t-BuONa) in appropriate inert solvent (include aliphatic and aromatic hydrocarbon (such as pentane, hexane, heptane, cyclohexane, petroleum ether, petrol, gasoline, benzene, toluene, xylene), aliphatic and aromatic halo-hydrocarbon (such as dichloromethane, 1,2-d... The reactants are NCCC1=CNC2=CC=CC=C12 (tryptamine), O1CCC2=C1C=CC(=C2)C=O (2,3-dihydrobenzofuran-5-carboxaldehyde), saturated aqueous solution, C(=O)(O)[O-].[Na+] (NaHCO3), C(=O)(C(F)(F)F)O (TFA). Solvent: C1(=CC=CC=C1)C (toluene), C(Cl)Cl (DCM). Conditions: time 16 hour. Product: O1CCC2=C1C=CC(=C2)C2NCCC=1C3=CC=CC=C3NC21 (1-(2,3-Dihydrobenzofuran-5-yl)-2,3,4,9-tetrahydro-1H-β-carboline). Isolated yield 80.0%. RXN SMILES: [NH2:1][CH2:2][CH2:3][C:4]1[C:12]2[C:7](=[CH:8][CH:9]=[CH:10][CH:11]=2)[NH:6][CH:5]=1.[O:13]1[C:17]2[CH:18]=[CH:19][C:20]([CH:22]=O)=[CH:21][C:16]=2[CH2:15][CH2:14]1.C(O)(C(F)(F)F)=O.C([O-])(O)=O.[Na+]>C1(C)C=CC=CC=1.C(Cl)Cl>[O:13]1[C:17]2[CH:18]=[CH:19][C:20]([CH:22]3[C:5]4[NH:6][C:7]5[C:12](=[CH:11][CH:10]=[CH:9][CH:8]=5)[C:4]=4[CH2:3][CH2:2][NH:1]3)=[CH:21][C:16]=2[CH2:15][CH2:14]1 |f:3.4|. Procedure: This product was prepared using a two-step procedure. A solution of tryptamine (32.4 g, 0.2 mol) and 2,3-dihydrobenzofuran-5-carboxaldehyde (30.0 g, 1 equiv.) in toluene (1 L) was heated under reflux for 4 hours. After removal of 4 mL of water and evaporation of toluene the residue was dissolved in DCM (1 L) in the presence of TFA (31 mL, 2 equiv.). The resulting mixture was stirred at rt for 16 hours. Then 1 L of a saturated aqueous solution of NaHCO3 was added. After extraction with DCM and dr... Starting materials: S(O)(O)(=O)=O (sulfuric acid), 0.5, [OH-].[Na+] (sodium hydroxide), C(C)(=O)OC(/C=C/C=C/C1=C(C=CC=C1)CCCCC(=O)O)CCCCCCCC (5-[2-[(1E,3E)-(5RS)-5-acetoxy-1,3-tridecadienyl]-phenyl]-pentanoic acid). Solvent: CO (methanol). Reaction conditions: temperature 24 celsius, time 4 hour. Yields the product OC(/C=C/C=C/C1=C(C=CC=C1)CCCCC(=O)O)CCCCCCCC (5-[2-[(1E,3E)-(5RS)-5-hydroxy-1,3-tridecadienyl]-phenyl]-pentanoic acid). Isolated yield 35239.9%. RXN SMILES: [OH-].[Na+].C([O:6][CH:7]([CH2:25][CH2:26][CH2:27][CH2:28][CH2:29][CH2:30][CH2:31][CH3:32])/[CH:8]=[CH:9]/[CH:10]=[CH:11]/[C:12]1[CH:17]=[CH:16][CH:15]=[CH:14][C:13]=1[CH2:18][CH2:19][CH2:20][CH2:21][C:22]([OH:24])=[O:23])(=O)C.S(=O)(=O)(O)O>CO>[OH:6][CH:7]([CH2:25][CH2:26][CH2:27][CH2:28][CH2:29][CH2:30][CH2:31][CH3:32])/[CH:8]=[CH:9]/[CH:10]=[CH:11]/[C:12]1[CH:17]=[CH:16][CH:15]=[CH:14][C:13]=1[CH2:18][CH2:19][CH2:20][CH2:21][C:22]([OH:24])=[O:23] |f:0.1|. Procedure: 0.3 ml of a 0.5 normal sodium hydroxide solution is added to a solution of 12 mg of 5-[2-[(1E,3E)-(5RS)-5-acetoxy-1,3-tridecadienyl]-phenyl]-pentanoic acid (produced in example 5) in 0.3 ml of methanol at 25° C. and stirred for 4 hours at 24° C. Then, it is cooled to 0° C. and acidified with a 0.5 normal sulfuric acid to pH=6. It is extracted four times with ethyl acetate, the organic phase is washed with water and dried on sodium sulfate. It is concentrated by evaporation in a vacuum, and the r... The reactants are CCCc1cc(C(Br)O[SiH](C)C)ccc1C(C)(C)C, CCOC(=O)n1c(=O)[nH]c2ccccc21, [H-], [Na+], CN(C)C=O. Product: CCCc1cc(C(O[SiH](C)C)n2c(=O)n(C(=O)OCC)c3ccccc32)ccc1C(C)(C)C. RXN SMILES: [C:18]([CH3:19])([CH3:20])([CH3:21])[c:22]1[c:23]([CH2:34][CH2:35][CH3:36])[cH:24][c:25]([CH:26]([O:27][SiH:28]([CH3:29])[CH3:30])[Br:31])[cH:32][cH:33]1.[C:1](=[O:2])([O:3][CH2:4][CH3:5])[n:6]1[c:7](=[O:15])[nH:8][c:9]2[c:10]1[cH:11][cH:12][cH:13][cH:14]2.[H-:16].[Na+:17].[O:37]=[CH:38][N:39]([CH3:40])[CH3:41]>>[C:1](=[O:2])([O:3][CH2:4][CH3:5])[n:6]1[c:7](=[O:15])[n:8]([CH:26]([c:25]2[cH:24][c:23]([CH2:34][CH2:35][CH3:36])[c:22]([C:18]([CH3:19])([CH3:20])[CH3:21])[cH:33][cH:32]2)[O:27][SiH:28]([CH3:29])[CH3:30])[c:9]2[c:10]1[cH:11][cH:12][cH:13][cH:14]2. The reactants are NC(=O)N (urea), N1(CCC1)S(=O)(=O)C=1C(=C(N)C=CC1Cl)O (3-(azetidin-1-yl)sulfonyl-4-chloro-2-hydroxyaniline), ClC1=C(C=CC=C1Cl)N=C=O (2,3-dichlorophenylisocyanate). Product: N1(CCC1)S(=O)(=O)C=1C(=C(C=CC1Cl)NC(=O)NC1=C(C=CC=C1)Cl)O (N-[3-(1-azetidinylsulfonyl)-4-chloro-2-hydroxyphenyl]-N′-(2-chlorophenyl) urea). Isolated yield 42.7%. As a reaction SMILES: NC(N)=O.[N:5]1([S:9]([C:12]2[C:13]([OH:20])=[C:14]([CH:16]=[CH:17][C:18]=2[Cl:19])[NH2:15])(=[O:11])=[O:10])[CH2:8][CH2:7][CH2:6]1.[Cl:21][C:22]1[C:27](Cl)=[CH:26][CH:25]=[CH:24][C:23]=1[N:29]=[C:30]=[O:31]>>[N:5]1([S:9]([C:12]2[C:13]([OH:20])=[C:14]([NH:15][C:30]([NH:29][C:23]3[CH:24]=[CH:25][CH:26]=[CH:27][C:22]=3[Cl:21])=[O:31])[CH:16]=[CH:17][C:18]=2[Cl:19])(=[O:11])=[O:10])[CH2:8][CH2:7][CH2:6]1. Reported procedure: Following the general procedure for urea formation outlined in example 15, 3-(azetidin-1-yl)sulfonyl-4-chloro-2-hydroxyaniline (235 mg, 0.9 mmol) and 2,3-dichlorophenylisocyanate (169 mg, 0.9 mmol) were coupled to form the desired urea (160 mg, 40%). LC-MS 450.0 (M+).